This data is from the Open Reaction Database (ORD), a public repository of structured organic reaction records. The task is: describe an organic reaction: reactants, conditions, products, and yield The reactants are CC(C)(C)CC(NC(=O)N1CCOCC1)C(=O)NC1(C#N)CCNCC1, ClCCl, CN1CCOCC1, Cl, O=C=Nc1ccccc1. The product is CC(C)(C)CC(NC(=O)N1CCOCC1)C(=O)NC1(C#N)CCN(C(=O)Nc2ccccc2)CC1. Reaction SMILES: [C:2](#[N:3])[C:4]1([NH:10][C:11](=[O:12])[CH:13]([CH2:14][C:15]([CH3:16])([CH3:17])[CH3:18])[NH:19][C:20](=[O:21])[N:22]2[CH2:23][CH2:24][O:25][CH2:26][CH2:27]2)[CH2:5][CH2:6][NH:7][CH2:8][CH2:9]1.[CH2:44]([Cl:45])[Cl:46].[CH3:37][N:38]1[CH2:39][CH2:40][O:41][CH2:42][CH2:43]1.[ClH:1].[O:28]=[C:29]=[N:30][c:31]1[cH:32][cH:33][cH:34][cH:35][cH:36]1>>[C:2](#[N:3])[C:4]1([NH:10][C:11](=[O:12])[CH:13]([CH2:14][C:15]([CH3:16])([CH3:17])[CH3:18])[NH:19][C:20](=[O:21])[N:22]2[CH2:23][CH2:24][O:25][CH2:26][CH2:27]2)[CH2:5][CH2:6][N:7]([C:29](=[O:28])[NH:30][c:31]2[cH:32][cH:33][cH:34][cH:35][cH:36]2)[CH2:8][CH2:9]1.